This data is from the Open Reaction Database (ORD), a public repository of structured organic reaction records. The task is: describe an organic reaction: reactants, conditions, products, and yield Run in C(Cl)Cl (DCM), C(Cl)Cl (DCM). Yields the product CNC1CC2=CC=C(C=C2CC1)CN1CCCCC1 (N-Methyl-6-(piperidin-1-ylmethyl)-1,2,3,4-tetrahydronaphthalen-2-amine). Procedure: 1N NaOH solution (40 ml) was added to a suspension of 6-amino-5,6,7,8-tetrahydronaphthalene-2-carboxylic acid (15.0 g, 79.0 mmol, 1.0 eq.) in dioxane-water (4:1, 100 ml) and then (Boc)2O (25.83 ml, 118.5 mmol, 1.5 eq.) was added dropwise to the reaction mixture at 0° C. and it was stirred at RT for 4 h. Dioxane was evaporated under reduced pressure and the residual aqueous layer was diluted with water (200 ml) and acidified with KHSO4 solution. The solid product was collected by filtration and d... Conditions: time 14 hour. RXN SMILES: [N:1]1([CH2:7][C:8]2[CH:9]=[C:10]3[C:15](=[CH:16][CH:17]=2)[CH2:14][CH:13]([NH2:18])[CH2:12][CH2:11]3)[CH2:6][CH2:5][CH2:4][CH2:3][CH2:2]1.[CH3:19]C(OC(OC(OC(C)(C)C)=O)=O)(C)C>C(Cl)Cl>[CH3:19][NH:18][CH:13]1[CH2:12][CH2:11][C:10]2[C:15](=[CH:16][CH:17]=[C:8]([CH2:7][N:1]3[CH2:2][CH2:3][CH2:4][CH2:5][CH2:6]3)[CH:9]=2)[CH2:14]1. Starting materials: N1(CCCCC1)CC=1C=C2CCC(CC2=CC1)N (6-(piperidin-1-ylmethyl)-1,2,3,4-tetrahydronaphthalen-2-amine), CC(C)(C)OC(=O)OC(=O)OC(C)(C)C ((Boc)2O), N1(CCCCC1)CC=1C=C2CCC(CC2=CC1)N (6-(piperidin-1-ylmethyl)-1,2,3,4-tetrahydronaphthalen-2-amine), TEA. Starting materials: C(C(=O)Cl)(=O)Cl (oxalyl chloride), C12(CC3CC(CC(C1)C3)C2)CN (1-adamantanemethylamine), C(C)(C)N(C(C)C)CC (N,N-diisopropylethylamine), ClC=1C(=C(C(=O)O)C=CC1)[N+](=O)[O-] (3-chloro-2-nitrobenzoic acid). The reagents and catalysts are CN(C=O)C (dimethylformamide). Run in O (water), ClCCl (dichloromethane), ClCCl (dichloromethane), ClCCl (dichloromethane). Run at time 1 hour. The product is ClC=1C(=C(C(=O)NCC23CC4CC(CC(C2)C4)C3)C=CC1)[N+](=O)[O-] (3-Chloro-2-nitro-N-(tricyclo[3.3.1.13,7]dec-1-ylmethyl)-benzamide). The yield is 76.2%. RXN SMILES: [Cl:1][C:2]1[C:3]([N+:11]([O-:13])=[O:12])=[C:4]([CH:8]=[CH:9][CH:10]=1)[C:5]([OH:7])=O.C(Cl)(=O)C(Cl)=O.[C:20]12([CH2:30][NH2:31])[CH2:29][CH:24]3[CH2:25][CH:26]([CH2:28][CH:22]([CH2:23]3)[CH2:21]1)[CH2:27]2.C(N(CC)C(C)C)(C)C>ClCCl.CN(C)C=O.O>[Cl:1][C:2]1[C:3]([N+:11]([O-:13])=[O:12])=[C:4]([CH:8]=[CH:9][CH:10]=1)[C:5]([NH:31][CH2:30][C:20]12[CH2:29][CH:24]3[CH2:23][CH:22]([CH2:28][CH:26]([CH2:25]3)[CH2:27]1)[CH2:21]2)=[O:7]. Reported procedure: To a suspension of 3-chloro-2-nitrobenzoic acid (2.68 g) in dichloromethane (10 ml) at 0° C. was added oxalyl chloride (3 ml) and dimethylformamide (1 drop). The resulting mixture was stirred at room temperature under a nitrogen atmosphere for 1 hour, then concentrated under reduced pressure to yield a solid. The solid was dissolved in dichloromethane (10 ml) and cooled to 0° C. A solution of 1-adamantanemethylamine (2.19 g) and N,N-diisopropylethylamine (11 ml) in dichloromethane (10 ml) was ad... Starting materials: [Si](C)(C)(C(C)(C)C)O[C@@H]1C(C2=CC=C3[C@@H]4CC[C@H]([C@@H](CCCC(=C)C)C)[C@]4(CC[C@@H]3[C@]2(CC1)C)C)(C)C (3β-(tert-butyldimethylsilyloxy)-4,4-dimethylcholesta-5,7,25-triene), C1=CC=CC=C1 (benzene), Cl (HCl). Solvent: C(C)O (ethanol). The product is ClC(C)(C)CCC[C@@H](C)[C@H]1CC=C2C=3CC[C@H]4C([C@H](CC[C@]4(C)C3CC[C@]12C)O)(C)C (25-Chloro-4,4-dimethyl-5α-cholesta-8,14-dien-3β-ol). As a reaction SMILES: [Si]([O:8][C@H:9]1[CH2:33][CH2:32][C@@:31]2([CH3:34])[C:11](=[CH:12][CH:13]=[C:14]3[C@@H:30]2[CH2:29][CH2:28][C@@:27]2([CH3:35])[C@H:15]3[CH2:16][CH2:17][C@@H:18]2[C@H:19]([CH3:26])[CH2:20][CH2:21][CH2:22][C:23]([CH3:25])=[CH2:24])[C:10]1([CH3:37])[CH3:36])(C(C)(C)C)(C)C.C1C=CC=CC=1.[ClH:44]>C(O)C>[Cl:44][C:23]([CH2:22][CH2:21][CH2:20][C@H:19]([C@@H:18]1[C@:27]2([CH3:35])[C:15]([C:14]3[CH2:13][CH2:12][C@@H:11]4[C@:31]([C:30]=3[CH2:29][CH2:28]2)([CH3:34])[CH2:32][CH2:33][C@H:9]([OH:8])[C:10]4([CH3:37])[CH3:36])=[CH:16][CH2:17]1)[CH3:26])([CH3:25])[CH3:24]. Reported procedure: A mixture of 3β-(tert-butyldimethylsilyloxy)-4,4-dimethylcholesta-5,7,25-triene (50 mg), benzene (5 mL), ethanol (5 mL) and concentrated HCl (2 mL) was heated under reflux for 4 hours. The reaction was concentrated to half volume under reduced pressure and water (5 mL) was added. Extraction of the aqueous phase with dichloromethane and concentration under reduced pressure gave a residue, which was purified by flash chromatography. Recrystallisation from ethyl acetate:hexane gave the title compou... Starting materials: C1C(C)OC2(CCN(CC2)C2=C(C=CC=C2)C(=O)OC)O1 (N-(2-Carbomethoxyphenyl)-4-piperidone propylene ketal), C([O-])([O-])=O.[Na+].[Na+] (sodium carbonate). The solvent is Cl (HCl), O (water). Reaction conditions: temperature 50 celsius, time 30 minute. Yields the product C(=O)(OC)C1=C(C=CC=C1)N1CCC(CC1)=O (N-(2-Carbomethoxyphenyl)-4-piperidone). Reaction SMILES: C1O[C:5]2([CH2:10][CH2:9][N:8]([C:11]3[CH:16]=[CH:15][CH:14]=[CH:13][C:12]=3[C:17]([O:19][CH3:20])=[O:18])[CH2:7][CH2:6]2)[O:4]C1C.C(=O)([O-])[O-].[Na+].[Na+]>Cl.O>[C:17]([C:12]1[CH:13]=[CH:14][CH:15]=[CH:16][C:11]=1[N:8]1[CH2:7][CH2:6][C:5](=[O:4])[CH2:10][CH2:9]1)([O:19][CH3:20])=[O:18] |f:1.2.3|. Reported procedure: A mixture of 44 (5.3 g, 18 mmol) in methanolic HCl (200 mL) was heated in an oil bath (50° C., 1 h). The resulting mixture was cooled, diluted with water (50 mL), and stirred at room temperature (30 min). The solvent volume was reduced in vacuo and neutralized with sodium carbonate. The aqueous layer was extracted with three portions of dichloromethane. The combined organic extracts were washed with brine and dried over Na2SO4. The solvent was removed in vacuo. PCTLC (SiO2, 6 mm, 10% EtOH-90% CH... Starting materials: [I-].[K+] (potassium iodide), II (iodine), N(=O)OC(C)(C)C (tert-butyl nitrite), NC=1C=CC(=C2CNC(C12)=O)C=1OC=CC1 (7-amino-4-(furan-2-yl)isoindolinone). The reagents and catalysts are [Cu](I)I (copper iodide). Run in C(C)#N (acetonitrile). The product is IC=1C=CC(=C2CNC(C12)=O)C=1OC=CC1 (7-iodo-4-(furan-2-yl)isoindolinone). Isolated yield 57.8%. RXN SMILES: N[C:2]1[CH:3]=[CH:4][C:5]([C:12]2[O:13][CH:14]=[CH:15][CH:16]=2)=[C:6]2[C:10]=1[C:9](=[O:11])[NH:8][CH2:7]2.[I-:17].[K+].II.N(OC(C)(C)C)=O>C(#N)C.[Cu](I)I>[I:17][C:2]1[CH:3]=[CH:4][C:5]([C:12]2[O:13][CH:14]=[CH:15][CH:16]=2)=[C:6]2[C:10]=1[C:9](=[O:11])[NH:8][CH2:7]2 |f:1.2|. Procedure details: In a similar manner to Step 4 of Example 140, 7-amino-4-(furan-2-yl)isoindolinone (43.0 mg, 0.201 mmol) was dissolved in acetonitrile (4.3 mL), and the solution was treated with potassium iodide (40.0 mg, 0.241 mmol), copper iodide (46.0 mg, 0.241 mmol), iodine (61.0 mg, 0.241 mmol) and tert-butyl nitrite (0.072 mL, 0.60 mmol), followed by purification by preparative thin-layer chromatography (chloroform/acetonitrile=6/1) to obtain 7-iodo-4-(furan-2-yl)isoindolinone (37.8 mg, yield 58%). Reactants: CCCC[N+](CCCC)(CCCC)CCCC, C1CCOC1, [F-], O, C=C1CC(OC2CCCCO2)C(CC=CCCCC(=O)O)C1C=CC(O[Si](c1ccccc1)(c1ccccc1)C(C)(C)C)c1cc2ccccc2s1. Product: C=C1CC(OC2CCCCO2)C(CC=CCCCC(=O)O)C1C=CC(O)c1cc2ccccc2s1. RXN SMILES: [CH2:54]([N+:55]([CH2:56][CH2:57][CH2:58][CH3:59])([CH2:60][CH2:61][CH2:62][CH3:63])[CH2:64][CH2:65][CH2:66][CH3:67])[CH2:68][CH2:69][CH3:70].[CH2:72]1[O:73][CH2:74][CH2:75][CH2:76]1.[F-:53].[OH2:71].[s:1]1[c:2]2[c:3]([cH:4][c:5]1[CH:6]([CH:7]=[CH:8][CH:9]1[CH:10]([CH2:22][CH:23]=[CH:24][CH2:25][CH2:26][CH2:27][C:28](=[O:29])[OH:30])[CH:11]([O:15][CH:16]3[O:17][CH2:18][CH2:19][CH2:20][CH2:21]3)[CH2:12][C:13]1=[CH2:14])[O:31][Si:32]([C:33]([CH3:34])([CH3:35])[CH3:36])([c:37]1[cH:38][cH:39][cH:40][cH:41][cH:42]1)[c:43]1[cH:44][cH:45][cH:46][cH:47][cH:48]1)[cH:49][cH:50][cH:51][cH:52]2>>[s:1]1[c:2]2[c:3]([cH:4][c:5]1[CH:6]([CH:7]=[CH:8][CH:9]1[CH:10]([CH2:22][CH:23]=[CH:24][CH2:25][CH2:26][CH2:27][C:28](=[O:29])[OH:30])[CH:11]([O:15][CH:16]3[O:17][CH2:18][CH2:19][CH2:20][CH2:21]3)[CH2:12][C:13]1=[CH2:14])[OH:31])[cH:49][cH:50][cH:51][cH:52]2. The reactants are FC1(CC(C1)C1=NC(=NO1)C=1C=CC(=C(C1)NC(OC(C)(C)C)=O)C)F (tert-butyl (5-(5-(3,3-difluorocyclobutyl)-1,2,4-oxadiazol-3-yl)-2-methylphenyl)carbamate), C(=O)([O-])[O-].[Na+].[Na+] (Na2CO3). Run in C(=O)(C(F)(F)F)O (TFA). Run at time 15 minute. Yields the product FC1(CC(C1)C1=NC(=NO1)C=1C=CC(=C(N)C1)C)F (5-(5-(3,3-difluorocyclobutyl)-1,2,4-oxadiazol-3-yl)-2-methylaniline). The yield is 102.8%. Reaction SMILES: [F:1][C:2]1([F:26])[CH2:5][CH:4]([C:6]2[O:10][N:9]=[C:8]([C:11]3[CH:12]=[CH:13][C:14]([CH3:25])=[C:15]([NH:17]C(=O)OC(C)(C)C)[CH:16]=3)[N:7]=2)[CH2:3]1.C([O-])([O-])=O.[Na+].[Na+]>C(O)(C(F)(F)F)=O>[F:26][C:2]1([F:1])[CH2:3][CH:4]([C:6]2[O:10][N:9]=[C:8]([C:11]3[CH:12]=[CH:13][C:14]([CH3:25])=[C:15]([CH:16]=3)[NH2:17])[N:7]=2)[CH2:5]1 |f:1.2.3|. Reported procedure: Tert-butyl (5-(5-(3,3-difluorocyclobutyl)-1,2,4-oxadiazol-3-yl)-2-methylphenyl)carbamate (36) (1.2 g, 3.3 mmol) was dissolved in TFA (10 mL) and stirred at room temperature for 15 minutes. Then TFA was removed under vacuum to give the residue which was neutralized by addition of 2M Na2CO3 solution (20 mL). The solution was extracted with EtOAc and the organic phase was dried over Na2SO4. Evaporation of solvent gave 5-(5-(3,3-difluorocyclobutyl)-1,2,4-oxadiazol-3-yl)-2-methylaniline (37) as a whi... The reactants are C(C)[C@H]1N(CCOC1)C1=CC(=NC(=N1)NC)C1=CC(=C(C#N)C(=C1)F)F (4-[6-[(3R)-3-ethyl-4-morpholinyl]-2-(methylamino)-4-pyrimidinyl]-2,6-difluorobenzonitrile), C1(CCCC1)N (cyclopentyl amine), NN (hydrazine), CCN(C(C)C)C(C)C (Hunig's base). Solvent: CN(C)C=O (DMF), CC#N (CH3CN), CCOC(=O)C (EtOAc). Run at time 2 hour. Product: C1(CCCC1)NC=1C=2C(=NNC2C=C(C1)C1=NC(=NC(=C1)N1[C@@H](COCC1)CC)NC)N (N4-Cyclopentyl-6-[6-[(3R)-3-ethyl-4-morpholinyl]-2-(methylamino)-4-pyrimidinyl]-1H-indazole-3,4-diamine). Yield: 19.0%. RXN SMILES: [CH2:1]([C@@H:3]1[CH2:8][O:7][CH2:6][CH2:5][N:4]1[C:9]1[N:14]=[C:13]([NH:15][CH3:16])[N:12]=[C:11]([C:17]2[CH:24]=[C:23](F)[C:20]([C:21]#[N:22])=[C:19](F)[CH:18]=2)[CH:10]=1)[CH3:2].[CH:27]1([NH2:32])[CH2:31][CH2:30][CH2:29][CH2:28]1.[NH2:33][NH2:34].CCN(C(C)C)C(C)C>CC#N.CCOC(C)=O.CN(C=O)C>[CH:27]1([NH:32][C:23]2[C:20]3[C:21]([NH2:22])=[N:33][NH:34][C:19]=3[CH:18]=[C:17]([C:11]3[CH:10]=[C:9]([N:4]4[CH2:5][CH2:6][O:7][CH2:8][C@H:3]4[CH2:1][CH3:2])[N:14]=[C:13]([NH:15][CH3:16])[N:12]=3)[CH:24]=2)[CH2:31][CH2:30][CH2:29][CH2:28]1. Procedure: To a 4 mL vial was added 4-[6-[(3R)-3-ethyl-4-morpholinyl]-2-(methylamino)-4-pyrimidinyl]-2,6-difluorobenzonitrile (100 mg, 0.278 mmol), DMF (1 mL), and cyclopentyl amine (23.7 mg, 0.28 mmol). The reaction was stirred at room temperature for 2 hours. The reaction was poured into EtOAc (10 mL) and the aqueous was extracted with EtOAc (2×). The organics were then dried over Na2SO4 and concentrated to afford a yellow oil that was taken up in CH3CN (1.5 mL) and added to a 5 mL microwave vial followe... The reactants are BrC1=CC=C(C=C1)C1(CC(C1)(F)F)C(=O)OC (Methyl 1-(4-bromophenyl)-3,3-difluorocyclobutanecarboxylate), CN(C)C=O (DMF), N#N (N2), C1(CCCCC1)P(C1=C(C=CC=C1)C1=C(C=CC=C1OC)OC)C1CCCCC1 (dicyclohexyl(2′,6′-dimethoxy-[1,1′-biphenyl]-2-yl)phosphine). The reagents and catalysts are [C-]#N.[C-]#N.[Zn+2] (Zn(CN)2), C=1C=CC(=CC1)/C=C/C(=O)/C=C/C2=CC=CC=C2.C=1C=CC(=CC1)/C=C/C(=O)/C=C/C2=CC=CC=C2.C=1C=CC(=CC1)/C=C/C(=O)/C=C/C2=CC=CC=C2.[Pd].[Pd] (Pd2(dba)3). Solvent: O (water). Reaction conditions: temperature 120 celsius. The product is C(#N)C1=CC=C(C=C1)C1(CC(C1)(F)F)C(=O)OC (Methyl 1-(4-cyanophenyl)-3,3-difluorocyclobutanecarboxylate). Yield: 85.0%. As a reaction SMILES: Br[C:2]1[CH:7]=[CH:6][C:5]([C:8]2([C:14]([O:16][CH3:17])=[O:15])[CH2:11][C:10]([F:13])([F:12])[CH2:9]2)=[CH:4][CH:3]=1.N#N.C1(P(C2CCCCC2)C2C=CC=CC=2C2C(OC)=CC=CC=2OC)CCCCC1.[CH3:49][N:50](C=O)C>O.[C-]#N.[C-]#N.[Zn+2].C1C=CC(/C=C/C(/C=C/C2C=CC=CC=2)=O)=CC=1.C1C=CC(/C=C/C(/C=C/C2C=CC=CC=2)=O)=CC=1.C1C=CC(/C=C/C(/C=C/C2C=CC=CC=2)=O)=CC=1.[Pd].[Pd]>[C:49]([C:2]1[CH:7]=[CH:6][C:5]([C:8]2([C:14]([O:16][CH3:17])=[O:15])[CH2:11][C:10]([F:13])([F:12])[CH2:9]2)=[CH:4][CH:3]=1)#[N:50] |f:5.6.7,8.9.10.11.12|. Reported procedure: To a solution of Intermediate 314D (500 mg, 1.639 mmol) in DMF (10 mL) was added Zn(CN)2 (289 mg, 2.458 mmol) and the reaction mixture was degassed with N2 gas for 15 min Pd2(dba)3 (75 mg, 0.082 mmol) and dicyclohexyl(2′,6′-dimethoxy-[1,1′-biphenyl]-2-yl)phosphine (67.3 mg, 0.164 mmol) were then added and the reaction mixture was heated at 120° C. for 1 h. The reaction mixture was cooled to RT, diluted with water (50 mL) and extracted with EtOAc (3×40 mL) The combined organic layer was washed wi...